From a dataset of the Open Reaction Database (ORD), a public repository of structured organic reaction records. describe an organic reaction: reactants, conditions, products, and yield Starting materials: CCN=C=NCCCN(C)C, CCOCC(=O)O, ClCCl, CN(C)c1ccccn1, Cl, NC1CCN(CC23CC(c4ccccc42)c2ccc(Cl)cc23)CC1, [Na+], [OH-]. The product is CCOCC(=O)NC1CCN(CC23CC(c4ccccc42)c2ccc(Cl)cc23)CC1. RXN SMILES: [CH2:35]([N:36]=[C:37]=[N:38][CH2:39][CH2:40][CH2:41][N:42]([CH3:43])[CH3:44])[CH3:45].[CH2:46]([CH3:47])[O:48][CH2:49][C:50](=[O:51])[OH:52].[CH2:55]([Cl:56])[Cl:57].[CH3:25][N:26]([c:27]1[cH:28][cH:29][cH:30][cH:31][n:32]1)[CH3:33].[ClH:34].[NH2:1][CH:2]1[CH2:3][CH2:4][N:5]([CH2:8][C:9]23[c:10]4[cH:11][cH:12][cH:13][cH:14][c:15]4[CH:16]([c:17]4[cH:18][cH:19][c:20]([Cl:23])[cH:21][c:22]42)[CH2:24]3)[CH2:6][CH2:7]1.[Na+:54].[OH-:53]>>[NH:1]([CH:2]1[CH2:3][CH2:4][N:5]([CH2:8][C:9]23[c:10]4[cH:11][cH:12][cH:13][cH:14][c:15]4[CH:16]([c:17]4[cH:18][cH:19][c:20]([Cl:23])[cH:21][c:22]42)[CH2:24]3)[CH2:6][CH2:7]1)[C:50]([CH2:49][O:48][CH2:46][CH3:47])=[O:51]. Reactants: C(C=C)(=O)NC1CN(C1)C1CN(C1)C(=O)OC(C)(C)C (tert-butyl 3-(3-(acrylamido)azetidin-1-yl)azetidine-1-carboxylate), Cl.CO (HCl MeOH). Run at time 1 hour. The product is Cl.N1CC(C1)N1CC(C1)NC(C=C)=O (N-(1-(Azetidin-3-yl)azetidin-3-yl)acrylamide hydrochloride). Isolated yield 107.3%. RXN SMILES: [C:1]([NH:5][CH:6]1[CH2:9][N:8]([CH:10]2[CH2:13][N:12](C(OC(C)(C)C)=O)[CH2:11]2)[CH2:7]1)(=[O:4])[CH:2]=[CH2:3].[ClH:21].CO>>[ClH:21].[NH:12]1[CH2:11][CH:10]([N:8]2[CH2:9][CH:6]([NH:5][C:1](=[O:4])[CH:2]=[CH2:3])[CH2:7]2)[CH2:13]1 |f:1.2,3.4|. Procedure: A mixture of tert-butyl 3-(3-(acrylamido)azetidin-1-yl)azetidine-1-carboxylate (300 mg, 1.07 mmol) in HCl-MeOH (30 mL, 86 mmol) was stirred at room temperature for 1 h. The mixture was concentrated in vacuo to afford the crude product (250 mg) which was used directly in the next step without further purification. Procedure: A solution of 107 g. (1.67 mole) of n-butyl lithium in 288 ml. of hexane was cooled to -78°C. and 240 ml. of tetrahydrofuran was added. A solution of 24 ml. (0.46 mole) of acetonitrile in 360 ml. of tetrahydrofuran was added over 20 minutes. After stirring for 1 hour at -78°C., a solution of 58.5 g. (0.40 mole) of 1-tetralone in 400 ml. of tetrahydrofuran was added over 15 minutes. The cold bath was removed and stirring was continued for another 15 minutes. Lithium aluminum hydride, 18 g. (0.48 ... Solvent: O (water), CCCCCC (hexane), O1CCCC1 (tetrahydrofuran), O1CCCC1 (tetrahydrofuran), O1CCCC1 (tetrahydrofuran), C1=CC=CC=C1 (benzene). The reactants are C(CCC)[Li] (n-butyl lithium), Cl (HCl), C(C)#N (acetonitrile), C1(CCCC2=CC=CC=C12)=O (1-tetralone). Run at temperature -78 celsius, time 1 hour. Yields the product NCCC1=CCCC2=CC=CC=C12 (4-(2-Aminoethyl)-1,2-dihydronaphthalene). As a reaction SMILES: C([Li])CCC.[C:6](#[N:8])[CH3:7].[C:9]1(=O)[C:18]2[C:13](=[CH:14][CH:15]=[CH:16][CH:17]=2)[CH2:12][CH2:11][CH2:10]1.Cl>O.C1C=CC=CC=1.O1CCCC1.CCCCCC>[NH2:8][CH2:6][CH2:7][C:12]1[C:13]2[C:18](=[CH:17][CH:16]=[CH:15][CH:14]=2)[CH2:9][CH2:10][CH:11]=1. The reactants are C(C1=CC=CC=C1)(C1=CC=CC=C1)(C1=CC=CC=C1)NC=1SC=C(N1)C(C(=O)OCC)=NO (ethyl 2-(2-tritylamino-4-thiazolyl)-2-hydroxyiminoacetate), C([O-])([O-])=O.[K+].[K+] (potassium carbonate), O (water), C(C)(=O)OCC (ethyl acetate). Run in CN(C=O)C (dimethylformamide), C(C)(C)I (isopropyl iodide). Reaction conditions: time 2 hour. Product: C(C1=CC=CC=C1)(C1=CC=CC=C1)(C1=CC=CC=C1)NC=1SC=C(N1)C(C(=O)OCC)=NOC(C)C (ethyl 2-(2-tritylamino-4-thiazolyl)-2-(1-methylethoxyimino)-acetate). As a reaction SMILES: [C:1]([NH:20][C:21]1[S:22][CH:23]=[C:24]([C:26](=[N:32][OH:33])[C:27]([O:29][CH2:30][CH3:31])=[O:28])[N:25]=1)([C:14]1[CH:19]=[CH:18][CH:17]=[CH:16][CH:15]=1)([C:8]1[CH:13]=[CH:12][CH:11]=[CH:10][CH:9]=1)[C:2]1[CH:7]=[CH:6][CH:5]=[CH:4][CH:3]=1.[C:34](=O)([O-])[O-].[K+].[K+].O.C(O[CH2:45][CH3:46])(=O)C>CN(C)C=O.C(I)(C)C>[C:1]([NH:20][C:21]1[S:22][CH:23]=[C:24]([C:26](=[N:32][O:33][CH:45]([CH3:46])[CH3:34])[C:27]([O:29][CH2:30][CH3:31])=[O:28])[N:25]=1)([C:14]1[CH:19]=[CH:18][CH:17]=[CH:16][CH:15]=1)([C:8]1[CH:9]=[CH:10][CH:11]=[CH:12][CH:13]=1)[C:2]1[CH:7]=[CH:6][CH:5]=[CH:4][CH:3]=1 |f:1.2.3|. Procedure details: A mixture of 6.86 g of the anti isomer of ethyl 2-(2-tritylamino-4-thiazolyl)-2-hydroxyiminoacetate of Example 14, 3.51 g of potassium carbonate in 15 ml of dimethylformamide and 7.7 ml of isopropyl iodide was held under an argon atmosphere and stirring for 41/2 hours and then 250 ml of distilled water and 150 ml of ethyl acetate were added thereto with stirring. The mixture was decanted and the aqueous phase was washed with water and was extracted with ethyl acetate. The organic phase was dried... The reactants are C(CCC)(=O)C=1C=NC2=C(N=CC=C2C1OS(=O)(=O)C)OC (3-Butyryl-4-methanesulfonyloxy-8-methoxy-1,7-naphthyridine), NC=1C(=CC=CC1)C (o-toluidine). Solvent: C(C)#N (acetonitrile). Product: C(CCC)(=O)C=1C=NC2=C(N=CC=C2C1NC1=C(C=CC=C1)C)OC (3-Butyryl-4-(2-methylphenylamino)-8-methoxy-1,7-naphthyridine). Yield: 56.0%. As a reaction SMILES: [C:1]([C:6]1[CH:7]=[N:8][C:9]2[C:14]([C:15]=1OS(C)(=O)=O)=[CH:13][CH:12]=[N:11][C:10]=2[O:21][CH3:22])(=[O:5])[CH2:2][CH2:3][CH3:4].[NH2:23][C:24]1[C:25]([CH3:30])=[CH:26][CH:27]=[CH:28][CH:29]=1>C(#N)C>[C:1]([C:6]1[CH:7]=[N:8][C:9]2[C:14]([C:15]=1[NH:23][C:24]1[CH:29]=[CH:28][CH:27]=[CH:26][C:25]=1[CH3:30])=[CH:13][CH:12]=[N:11][C:10]=2[O:21][CH3:22])(=[O:5])[CH2:2][CH2:3][CH3:4]. Procedure: 3-Butyryl-4-methanesulfonyloxy-8-methoxy-1,7-naphthyridine (259 mg) and o-toluidine (0.17 ml) were dissolved into 7 ml of acetonitrile, and the solution was extracted with chloroform, and the organic phase was washed with water and then saturated sodium bicarbonate. After drying, and concentration under reduced pressure, the resulting residue was subjected to silica gel column chromatography using a mixture of hexane:ethyl acetate (1:1) as an eluant to give yellow titled compound (150 mg, 56%).